Dataset: the Open Reaction Database (ORD), a public repository of structured organic reaction records. Task: describe an organic reaction: reactants, conditions, products, and yield Reactants: C(#N)C=1C=C(C=CC1)CCC(=O)O (3-(3-cyanophenyl)propanoic acid), C(#N)C=1C=C(C=CC1)CCC(=O)O (3-(3-cyanophenyl)propanoic acid), CCOCC (Ether), [OH-].[Na+] (sodium hydroxide). Solvent: O (water). Yields the product C(#N)C=1C=C(C=CC1)CCCO (3-(3-cyanophenyl)-1-propanol). Yield: 96.9%. As a reaction SMILES: [C:1]([C:3]1[CH:4]=[C:5]([CH2:9][CH2:10][C:11](O)=[O:12])[CH:6]=[CH:7][CH:8]=1)#[N:2].CCOCC.[OH-].[Na+]>O>[C:1]([C:3]1[CH:4]=[C:5]([CH2:9][CH2:10][CH2:11][OH:12])[CH:6]=[CH:7][CH:8]=1)#[N:2] |f:2.3|. Procedure details: Into an oven-dried 500 ml flask with 2-neck adapter and stirring bar, 12.9 g of 3-(3-cyanophenyl)propanoic acid (the product of step (a)) was placed. The system was flushed with argon gas; then 84 ml tetrahydrofuran was added. The resulting mixture was stirred until the acid was dissolved. After cooling for about ten minutes with an ice bath, 88 ml borane-tetrahydrofuran was added in two 44 ml portions over a 20 minute period. The reaction mixture was stirred for 20 minutes in an ice bath and th... Reactants: [OH-].[Na+] (NaOH), Cl (HCl), OB1OC(C2=C1C=C(C=C2C)O)CC(=O)O (2-(1,6-dihydroxy-4-methyl-1,3-dihydrobenzo[c][1,2]oxaborol-3-yl)acetic acid), ClC(=O)OCC (ethyl chloroformate). The solvent is O (H2O), O (H2O). Reaction conditions: time 20 minute. Yields the product C(C)OC(=O)OC=1C=C(C2=C(B(OC2CC(=O)O)O)C1)C (2-(6-(ethoxycarbonyloxy)-1-hydroxy-4-methyl-1,3-dihydrobenzo[c][1,2]oxaborol-3-yl) acetic acid). The yield is 36.4%. Reaction SMILES: [OH:1][B:2]1[C:6]2[CH:7]=[C:8]([OH:12])[CH:9]=[C:10]([CH3:11])[C:5]=2[CH:4]([CH2:13][C:14]([OH:16])=[O:15])[O:3]1.[OH-].[Na+].Cl[C:20]([O:22][CH2:23][CH3:24])=[O:21].Cl>O>[CH2:23]([O:22][C:20]([O:12][C:8]1[CH:9]=[C:10]([CH3:11])[C:5]2[CH:4]([CH2:13][C:14]([OH:16])=[O:15])[O:3][B:2]([OH:1])[C:6]=2[CH:7]=1)=[O:21])[CH3:24] |f:1.2|. Reported procedure: To the suspension of crude 2-(1,6-dihydroxy-4-methyl-1,3-dihydrobenzo[c][1,2]oxaborol-3-yl)acetic acid (250 mg, 1.126 mmol) in 2 ml H2O was added NaOH (90 mg, 2.25 mmol) in 6 ml H2O, followed by ethyl chloroformate (134.4 mg, 1.24 mmol) dropwise. The reaction mixture was stirred at room temperature for 20 min and acidified by 1N HCl to pH=5.0. The mixture was extracted with EtOAc (3×20 mL) and the combined organic layers were dried over anhydrous Na2SO4 and concentrated to dryness. The residue w... The reactants are CC(C)(C)C(=O)Cl, CN(C)c1ccncc1, ClCCl, Nc1ccc([N+](=O)[O-])cn1, O. Yields the product CC(C)(C)C(=O)Nc1ccc([N+](=O)[O-])cn1. Reaction SMILES: [CH3:11][C:12]([C:13](=[O:14])[Cl:15])([CH3:16])[CH3:17].[CH3:22][N:23]([c:24]1[cH:25][cH:26][n:27][cH:28][cH:29]1)[CH3:30].[Cl:19][CH2:20][Cl:21].[N+:1](=[O:2])([O-:3])[c:4]1[cH:5][cH:6][c:7]([NH2:10])[n:8][cH:9]1.[OH2:18]>>[N+:1](=[O:2])([O-:3])[c:4]1[cH:5][cH:6][c:7]([NH:10][C:13]([C:12]([CH3:11])([CH3:16])[CH3:17])=[O:14])[n:8][cH:9]1. Starting materials: CC(C)(C)C(NC(=O)CC1CCCCC1)C(=O)N1CC2(CC1C(=O)O)CN(c1cccc(Cl)c1)C(=O)O2, CCCC(N)C(O)C(=O)NC1CC1. Product: CCCC(NC(=O)C1CC2(CN(c3cccc(Cl)c3)C(=O)O2)CN1C(=O)C(NC(=O)CC1CCCCC1)C(C)(C)C)C(O)C(=O)NC1CC1. Reaction SMILES: [Cl:1][c:2]1[cH:3][c:4]([N:8]2[C:9](=[O:37])[O:10][C:11]3([CH2:12]2)[CH2:13][N:14]([C:20]([CH:21]([C:22]([CH3:23])([CH3:24])[CH3:25])[NH:26][C:27]([CH2:28][CH:29]2[CH2:30][CH2:31][CH2:32][CH2:33][CH2:34]2)=[O:35])=[O:36])[CH:15]([C:17](=[O:18])[OH:19])[CH2:16]3)[cH:5][cH:6][cH:7]1.[NH2:38][CH:39]([CH:40]([C:41](=[O:42])[NH:43][CH:44]1[CH2:45][CH2:46]1)[OH:47])[CH2:48][CH2:49][CH3:50]>>[Cl:1][c:2]1[cH:3][c:4]([N:8]2[C:9](=[O:37])[O:10][C:11]3([CH2:12]2)[CH2:13][N:14]([C:20]([CH:21]([C:22]([CH3:23])([CH3:24])[CH3:25])[NH:26][C:27]([CH2:28][CH:29]2[CH2:30][CH2:31][CH2:32][CH2:33][CH2:34]2)=[O:35])=[O:36])[CH:15]([C:17](=[O:19])[NH:38][CH:39]([CH:40]([C:41](=[O:42])[NH:43][CH:44]2[CH2:45][CH2:46]2)[OH:47])[CH2:48][CH2:49][CH3:50])[CH2:16]3)[cH:5][cH:6][cH:7]1. Reactants: C(#N)C=1C(=C2C=CN(C2=CC1)CC(=O)O)C(F)(F)F ([5-cyano-4-(trifluoromethyl)-1H-indol-1-yl]acetic acid), BrC=1C=C(C=NC1)C(=O)NN (5-bromo-3-pyridinecarbohydrazide). Product: BrC=1C=C(C=NC1)C1=NN=C(O1)CN1C=CC2=C(C(=CC=C12)C#N)C(F)(F)F (1-{[5-(5-Bromo-3-pyridinyl)-1,3,4-oxadiazol-2-yl]methyl}-4-(trifluoromethyl)-1H-indole-5-carbonitrile). RXN SMILES: [C:1]([C:3]1[C:4]([C:16]([F:19])([F:18])[F:17])=[C:5]2[C:9](=[CH:10][CH:11]=1)[N:8]([CH2:12][C:13]([OH:15])=O)[CH:7]=[CH:6]2)#[N:2].[Br:20][C:21]1[CH:22]=[C:23]([C:27]([NH:29][NH2:30])=O)[CH:24]=[N:25][CH:26]=1>>[Br:20][C:21]1[CH:22]=[C:23]([C:27]2[O:15][C:13]([CH2:12][N:8]3[C:9]4[C:5](=[C:4]([C:16]([F:19])([F:18])[F:17])[C:3]([C:1]#[N:2])=[CH:11][CH:10]=4)[CH:6]=[CH:7]3)=[N:30][N:29]=2)[CH:24]=[N:25][CH:26]=1. Procedure: Synthesized as described in Example 35C from [5-cyano-4-(trifluoromethyl)-1H-indol-1-yl]acetic acid and 5-bromo-3-pyridinecarbohydrazide: MS (ES) m/z 448 and 450 (M+1 Br isotopes). Reactants: Cuprous cyanide, [I-].[Na+] (sodium iodide), C(C)#N (acetonitrile), ClC1=C(C(=O)Cl)C=CC(=C1)Cl (2,4-dichlorobenzoyl chloride). Conditions: time 30 minute. Yields the product ClC1=C(C(=O)C#N)C=CC(=C1)Cl (2,4-dichlorobenzoyl cyanide), coloured crystals. Isolated yield 80.0%. As a reaction SMILES: [I-].[Na+].[Cl:3][C:4]1[CH:12]=[C:11]([Cl:13])[CH:10]=[CH:9][C:5]=1[C:6](Cl)=[O:7].[C:14](#[N:16])C>>[Cl:3][C:4]1[CH:12]=[C:11]([Cl:13])[CH:10]=[CH:9][C:5]=1[C:6]([C:14]#[N:16])=[O:7] |f:0.1|. Procedure: The reaction was carried out under Argon. Cuprous cyanide (5.0 g, 56.0 mmol) and anhydrous sodium iodide (15.6 g, 104 mmol) were stirred for 2 minutes in anhydrous acetonitrile (100 ml). The resulting solution was mixed with 2,4-dichlorobenzoyl chloride (10.96 g, 52.3 mmol) whereupon an orange precipitate formed. The mixture was stirred for 30 minutes at room temperature, filtered and concentrated in vacuo. The residue was taken up in dichloromethane and the resulting precipitate was filtered of... Reactants: C(C)(C)(C)OC(C1=C(C=C(C=C1)F)N(C(C(F)(F)F)=O)[C@@H](COC)C)=O (4-fluoro-2-[((R)-2-methoxy-1-methyl-ethyl)-(2,2,2-trifluoro-acetyl)-amino]-benzoic acid tert-butyl ester), CN1CCNCC1 (N-methylpiperazine). Run in O1CCCC1 (tetrahydrofuran). The product is C(C)(C)(C)OC(C1=C(C=C(C=C1)N1CCN(CC1)C)N(C(C(F)(F)F)=O)[C@@H](COC)C)=O (2[((R)-2-methoxy-1-methyl-ethyl)-(2,2,2-trifluoro-acetyl)-amino]-4-(4-methyl-piperazin-1-yl)-benzoic acid tert-butyl ester). The yield is 84.1%. RXN SMILES: [C:1]([O:5][C:6](=[O:26])[C:7]1[CH:12]=[CH:11][C:10](F)=[CH:9][C:8]=1[N:14]([C@H:21]([CH3:25])[CH2:22][O:23][CH3:24])[C:15](=[O:20])[C:16]([F:19])([F:18])[F:17])([CH3:4])([CH3:3])[CH3:2].[CH3:27][N:28]1[CH2:33][CH2:32][NH:31][CH2:30][CH2:29]1>O1CCCC1>[C:1]([O:5][C:6](=[O:26])[C:7]1[CH:12]=[CH:11][C:10]([N:31]2[CH2:32][CH2:33][N:28]([CH3:27])[CH2:29][CH2:30]2)=[CH:9][C:8]=1[N:14]([C@H:21]([CH3:25])[CH2:22][O:23][CH3:24])[C:15](=[O:20])[C:16]([F:19])([F:18])[F:17])([CH3:4])([CH3:3])[CH3:2]. Procedure details: A solution of 4-fluoro-2-[((R)-2-methoxy-1-methyl-ethyl)-(2,2,2-trifluoro-acetyl)-amino]-benzoic acid tert-butyl ester (2 g, 5.28 mmol) and N-methylpiperazine (5.86 mL, 52.8 mmol) in tetrahydrofuran (20 mL) was stirred at 60° C. for 7 days. The solution was then evaporated, NaHCO3 satured solution was added and the mixture extracted with dichloromethane (3 times). The organic layer was washed with water, brine, dried over sodium sulfate filtered and evaporated to obtain a crude, which was purifi...